This data is from the Open Reaction Database (ORD), a public repository of structured organic reaction records. The task is: describe an organic reaction: reactants, conditions, products, and yield Starting materials: C(C1=CC=CC=C1)[C@@H]1NC(OC1)=O ((S)(-)-4-benzyl-2-oxazolidinone), O1CCCC1 (tetrahydrofuran), C(CCC)[Li] (butyl lithium). The solvent is C(Cl)(Cl)Cl (Chloroform). Run at time 5 minute. Product: C1(CCC1)CC(=O)N1C(OCC1CC1=CC=CC=C1)=O (N-Cyclobutylacetyl-4-benzyl-2-oxazolidinone). Yield: 58.0%. As a reaction SMILES: [CH2:1]([C@H:8]1[CH2:12][O:11][C:10](=[O:13])[NH:9]1)[C:2]1[CH:7]=[CH:6][CH:5]=[CH:4][CH:3]=1.[CH2:14]([Li])[CH2:15][CH2:16][CH3:17].[O:19]1CC[CH2:21][CH2:20]1>C(Cl)(Cl)Cl>[CH:17]1([CH2:21][C:20]([N:9]2[CH:8]([CH2:1][C:2]3[CH:3]=[CH:4][CH:5]=[CH:6][CH:7]=3)[CH2:12][O:11][C:10]2=[O:13])=[O:19])[CH2:16][CH2:15][CH2:14]1. Procedure details: To (S)(-)-4-benzyl-2-oxazolidinone (2.65 g, 1.8 equiv) dissolved in tetrahydrofuran (25 mL) at -78° C. was added 2.5M butyl lithium (5.98 mL, 1.8 equiv). After 5 minutes, this solution was cannulated into the above solution. The reaction mixture was allowed to come to room temperature and stirred for 2 hours. The reaction mixture was diluted with Chloroform (150 mL), washed with 10% sodium bisulfite (100 mL), dried over sodium sulfate, and concentrated under reduced pressure. The residue obtaine...